From a dataset of the Open Reaction Database (ORD), a public repository of structured organic reaction records. describe an organic reaction: reactants, conditions, products, and yield Reactants: CCOC(C)=O, Cc1nc(N2CCN(C(=O)OC(C)(C)C)CC2)ccc1C(=O)Nc1ccc(Cl)c(-c2ccccn2)c1, O=C(O)C(F)(F)F, O. Product: Cc1nc(N2CCNCC2)ccc1C(=O)Nc1ccc(Cl)c(-c2ccccn2)c1. RXN SMILES: [CH3:45][CH2:46][O:47][C:48](=[O:49])[CH3:50].[Cl:1][c:2]1[c:3](-[c:31]2[n:32][cH:33][cH:34][cH:35][cH:36]2)[cH:4][c:5]([NH:8][C:9](=[O:10])[c:11]2[cH:12][cH:13][c:14]([N:18]3[CH2:19][CH2:20][N:21]([C:24]([O:25][C:26]([CH3:27])([CH3:28])[CH3:29])=[O:30])[CH2:22][CH2:23]3)[n:15][c:16]2[CH3:17])[cH:6][cH:7]1.[F:37][C:38]([F:39])([F:40])[C:41]([OH:42])=[O:43].[OH2:44]>>[Cl:1][c:2]1[c:3](-[c:31]2[n:32][cH:33][cH:34][cH:35][cH:36]2)[cH:4][c:5]([NH:8][C:9](=[O:10])[c:11]2[cH:12][cH:13][c:14]([N:18]3[CH2:19][CH2:20][NH:21][CH2:22][CH2:23]3)[n:15][c:16]2[CH3:17])[cH:6][cH:7]1. The reactants are C1(=CC=CC=C1)N1N=C(C2=C1C1=C(SC2)C=CC=C1)C(=O)Cl (1,4-dihydro-1-phenyl-[1]-benzothiopyrano[4,3-c]pyrazole-3-carbonyl chloride), Cl (HCl), C(#N)CC(=O)N (2-Cyanoacetamide), [H-].[Na+] (sodium hydride). Run in ice water, O1CCOCC1 (dioxane), CN(C=O)C (dimethylformamide). Yields the product C(#N)C(C(=O)N)C(=O)C=1C2=C(N(N1)C1=CC=CC=C1)C1=C(SC2)C=CC=C1 (2-cyano-3-(1,4-dihydro-1-phenyl-[1]-benzothiopyrano[4,3-c]pyrazol-3-yl)-3-oxo-propanamide), ( m ). Reaction SMILES: [C:1]([CH2:3][C:4]([NH2:6])=[O:5])#[N:2].[H-].[Na+].[C:9]1([N:15]2[C:19]3[C:20]4[CH:27]=[CH:26][CH:25]=[CH:24][C:21]=4[S:22][CH2:23][C:18]=3[C:17]([C:28](Cl)=[O:29])=[N:16]2)[CH:14]=[CH:13][CH:12]=[CH:11][CH:10]=1.Cl>CN(C)C=O.O1CCOCC1>[C:1]([CH:3]([C:28]([C:17]1[C:18]2[CH2:23][S:22][C:21]3[CH:24]=[CH:25][CH:26]=[CH:27][C:20]=3[C:19]=2[N:15]([C:9]2[CH:10]=[CH:11][CH:12]=[CH:13][CH:14]=2)[N:16]=1)=[O:29])[C:4]([NH2:6])=[O:5])#[N:2] |f:1.2|. Procedure: 2-Cyanoacetamide (1.85 g) is treated with 50% sodium hydride (1.28 g) in dimethylformamide (35 ml) under stirring at room temperature until the effervescence subsides. To this solution 1,4-dihydro-1-phenyl-[1]-benzothiopyrano[4,3-c]pyrazole-3-carbonyl chloride (6.53 g), prepared according to Example 15, dissolved in dioxane (35 ml) is added under stirring at room temperature. The reaction mixture is allowed to react for 2 hours, then is diluted with ice water and acidified to pH 1 with 37% HCl. ...